Dataset: the Open Reaction Database (ORD), a public repository of structured organic reaction records. Task: describe an organic reaction: reactants, conditions, products, and yield Reactants: COC1=CC=C(C(=O)C2=C(C(=O)O)C=C(C=C2)C)C=C1 (2-(4-methoxybenzoyl)-5-methylbenzoic acid), O.NN (hydrazine hydrate). Yields the product COC1=CC=C(C=C1)C1=NNC(C2=CC(=CC=C12)C)=O (4-(4-Methoxyphenyl)-7-methyl-2H-phthalazin-1-one). Reaction SMILES: [CH3:1][O:2][C:3]1[CH:20]=[CH:19][C:6]([C:7]([C:9]2[CH:17]=[CH:16][C:15]([CH3:18])=[CH:14][C:10]=2[C:11](O)=[O:12])=O)=[CH:5][CH:4]=1.O.[NH2:22][NH2:23]>>[CH3:1][O:2][C:3]1[CH:20]=[CH:19][C:6]([C:7]2[C:9]3[C:10](=[CH:14][C:15]([CH3:18])=[CH:16][CH:17]=3)[C:11](=[O:12])[NH:23][N:22]=2)=[CH:5][CH:4]=1 |f:1.2|. Reported procedure: This compound is obtained according to the procedure described in 1.2. by reacting unpurified 2-(4-methoxybenzoyl)-5-methylbenzoic acid with hydrazine hydrate. The reactants are CC#N, CCC(C)O, N#Cc1c(F)c(F)c(F)c(C#N)c1F. Reaction SMILES: [CH3:20][C:21]#[N:22].[CH:15]([CH3:16])([CH2:17][CH3:18])[OH:19].[F:1][c:2]1[c:3]([F:14])[c:4]([F:13])[c:5]([C:11]#[N:12])[c:6]([F:10])[c:7]1[C:8]#[N:9]>>[c:2]1([O:19][CH:15]([CH3:16])[CH2:17][CH3:18])[c:3]([F:14])[c:4]([F:13])[c:5]([C:11]#[N:12])[c:6]([F:10])[c:7]1[C:8]#[N:9]. Product: CCC(C)Oc1c(F)c(F)c(C#N)c(F)c1C#N. Reactants: C(C1=CC=CC=C1)OC1=CC=C(C2=C1NC(CO2)=O)C(C(O)O)=O (5-benzyloxy-8-(2,2-dihydroxy-acetyl)-4H-benzo[1,4]oxazin-3-one), FC1=C(CC2(CC2)N)C(=CC=C1)F (1-(2,6-difluoro-benzyl)-cyclopropylamine), FC(C(=O)[O-])(F)F (trifluoroacetate). Product: FC1=C(CC2(CC2)NCC(O)C2=CC=C(C=3NC(COC32)=O)O)C(=CC=C1)F (8-{2-[1-(2,6-difluoro-benzyl)-cyclopropylamino]-1-hydroxy-ethyl}-5-hydroxy-4H-benzo[1,4]oxazin-3-one). Reaction SMILES: C([O:8][C:9]1[C:14]2[NH:15][C:16](=[O:19])[CH2:17][O:18][C:13]=2[C:12]([C:20](=[O:24])[CH:21](O)O)=[CH:11][CH:10]=1)C1C=CC=CC=1.[F:25][C:26]1[CH:36]=[CH:35][CH:34]=[C:33]([F:37])[C:27]=1[CH2:28][C:29]1([NH2:32])[CH2:31][CH2:30]1.FC(F)(F)C([O-])=O>>[F:25][C:26]1[CH:36]=[CH:35][CH:34]=[C:33]([F:37])[C:27]=1[CH2:28][C:29]1([NH:32][CH2:21][CH:20]([C:12]2[C:13]3[O:18][CH2:17][C:16](=[O:19])[NH:15][C:14]=3[C:9]([OH:8])=[CH:10][CH:11]=2)[OH:24])[CH2:30][CH2:31]1. Procedure: Prepared according to general method 3 from 329 mg (1 mmol) 5-benzyloxy-8-(2,2-dihydroxy-acetyl)-4H-benzo[1,4]oxazin-3-one and 183 mg (1 mmol) 1-(2,6-difluoro-benzyl)-cyclopropylamine. Yield: 108 mg (21%, trifluoroacetate); mass spectroscopy: [M+H]+=391. Starting materials: CN(C)C=O (DMF), CC(CCN1CCOCC1)O (α-methyl-4-morpholinepropanol), [H-].[Na+] (NaH), FC1=CC=C(C=C1)[N+](=O)[O-] (1-fluoro4-nitrobenzene). The solvent is O (water). Product: [N+](=O)([O-])C1=CC=C(OC(CCN2CCOCC2)C)C=C1 (4-[3-(4-Nitrophenoxy)butyl]morpholine). RXN SMILES: CN(C=O)C.[CH3:6][CH:7]([OH:16])[CH2:8][CH2:9][N:10]1[CH2:15][CH2:14][O:13][CH2:12][CH2:11]1.[H-].[Na+].F[C:20]1[CH:25]=[CH:24][C:23]([N+:26]([O-:28])=[O:27])=[CH:22][CH:21]=1>O>[N+:26]([C:23]1[CH:24]=[CH:25][C:20]([O:16][CH:7]([CH3:6])[CH2:8][CH2:9][N:10]2[CH2:15][CH2:14][O:13][CH2:12][CH2:11]2)=[CH:21][CH:22]=1)([O-:28])=[O:27] |f:2.3|. Procedure details: To 100 mL of DMF is added α-methyl-4-morpholinepropanol (15.9 g, 0.1 mol) and 7.2 g (50% in mineral oil, 0.15 mol) of NaH followed by 14.1 g (0.1 mol) of 1-fluoro4-nitrobenzene. Heat the reaction at 80° C. and monitor the reaction by thin-layer chromatography. Upon completion of the reaction add 100 mL of water and extract with ether. Dry the organic phase over Na2SO4. Filter off the drying agent and evaporate the solvent in vacuo to obtain the title compound. Reactants: BrC1=C(SC=C1CCCC)C=O (3-Bromo-4-n-butylthiophene-2-carboxaldehyde), C(=O)([O-])[O-].[Na+].[Na+] (Na2CO3), CCO (EtOH), COCOC1=C(C=CC(=C1)OC)B(O)O ((2-methoxymethoxy-4-methoxyphenyl)boronic acid). Reagents/catalysts: C=1C=CC(=CC1)[P](C=2C=CC=CC2)(C=3C=CC=CC3)[Pd]([P](C=4C=CC=CC4)(C=5C=CC=CC5)C=6C=CC=CC6)([P](C=7C=CC=CC7)(C=8C=CC=CC8)C=9C=CC=CC9)[P](C=1C=CC=CC1)(C=1C=CC=CC1)C=1C=CC=CC1 ((PPh3)4Pd). Solvent: C1(=CC=CC=C1)C (toluene). The product is C(CCC)C=1C(=C(SC1)C=O)C1=C(C=C(C=C1)OC)OCOC (4-n-Butyl-3-(2-methoxymethoxy-4-methoxyphenyl)thiophene-2-carboxaldehyde). The yield is 71.1%. RXN SMILES: Br[C:2]1[C:6]([CH2:7][CH2:8][CH2:9][CH3:10])=[CH:5][S:4][C:3]=1[CH:11]=[O:12].C([O-])([O-])=O.[Na+].[Na+].CCO.[CH3:22][O:23][CH2:24][O:25][C:26]1[CH:31]=[C:30]([O:32][CH3:33])[CH:29]=[CH:28][C:27]=1B(O)O>C1(C)C=CC=CC=1.C1C=CC([P]([Pd]([P](C2C=CC=CC=2)(C2C=CC=CC=2)C2C=CC=CC=2)([P](C2C=CC=CC=2)(C2C=CC=CC=2)C2C=CC=CC=2)[P](C2C=CC=CC=2)(C2C=CC=CC=2)C2C=CC=CC=2)(C2C=CC=CC=2)C2C=CC=CC=2)=CC=1>[CH2:7]([C:6]1[C:2]([C:27]2[CH:28]=[CH:29][C:30]([O:32][CH3:33])=[CH:31][C:26]=2[O:25][CH2:24][O:23][CH3:22])=[C:3]([CH:11]=[O:12])[S:4][CH:5]=1)[CH2:8][CH2:9][CH3:10] |f:1.2.3,^1:47,49,68,87|. Reported procedure: To a solution of 3-Bromo-4-n-butylthiophene-2-carboxaldehyde of Example 1(b) 1.87 g, 7.57 mmol) in toluene (35 mL) was added (PPh3)4Pd (0.30 g, 0.20 mmol), Na2CO3 (2 M, 9 mL), EtOH (25 mL) and (2-methoxymethoxy-4-methoxyphenyl)boronic acid (1.76 g, 8.30 mmol), respectively. The resulting mixture was stirred at reflux for 3 h. After quenching with water and extraction with EtOAc, the organic extract was washed with H2O, brine and dried (MgSO4). The solvent was removed under reduced pressure and c...